Dataset: the Open Reaction Database (ORD), a public repository of structured organic reaction records. Task: describe an organic reaction: reactants, conditions, products, and yield Starting materials: S(=S)(=O)([O-])[O-].[Na+].[Na+] (sodium thiosulfate), C(CCC)OCCOC1=CC=C(C=C1)C=1C=CC2=C(C=C(CCN2CC(C)C)C(=O)NC2=CC=C(C=C2)SCC=2N(C=CN2)C(C)CC)C1 (7-[4-(2-butoxyethoxy)phenyl]-N-[4-[[[1-(2-butyl) imidazol-2-yl]methyl]sulfanyl]phenyl]-1-isobutyl-2,3-dihydro-1-benzazepine-4-carboxamide), solution, ClC1=CC(=CC=C1)C(=O)OO (3-chloroperbenzoic acid). The solvent is ClCCl (dichloromethane), ClCCl (dichloromethane). Run at time 30 minute. Product: C(CCC)OCCOC1=CC=C(C=C1)C=1C=CC2=C(C=C(CCN2CC(C)C)C(=O)NC2=CC=C(C=C2)S(=O)CC=2N(C=CN2)C(C)CC)C1 (7-[4-(2-butoxyethoxy)phenyl]-N-[4-[[[1-(2-butyl)imidazol-2-yl]methyl]sulfinyl]phenyl]-1-isobutyl-2,3-dihydro-1-benzazepine-4-carboxamide). The yield is 62.2%. RXN SMILES: [CH2:1]([O:5][CH2:6][CH2:7][O:8][C:9]1[CH:14]=[CH:13][C:12]([C:15]2[CH:16]=[CH:17][C:18]3[N:24]([CH2:25][CH:26]([CH3:28])[CH3:27])[CH2:23][CH2:22][C:21]([C:29]([NH:31][C:32]4[CH:37]=[CH:36][C:35]([S:38][CH2:39][C:40]5[N:41]([CH:45]([CH2:47][CH3:48])[CH3:46])[CH:42]=[CH:43][N:44]=5)=[CH:34][CH:33]=4)=[O:30])=[CH:20][C:19]=3[CH:49]=2)=[CH:11][CH:10]=1)[CH2:2][CH2:3][CH3:4].ClC1C=CC=C(C(OO)=[O:58])C=1.S([O-])([O-])(=O)=S.[Na+].[Na+]>ClCCl>[CH2:1]([O:5][CH2:6][CH2:7][O:8][C:9]1[CH:10]=[CH:11][C:12]([C:15]2[CH:16]=[CH:17][C:18]3[N:24]([CH2:25][CH:26]([CH3:27])[CH3:28])[CH2:23][CH2:22][C:21]([C:29]([NH:31][C:32]4[CH:33]=[CH:34][C:35]([S:38]([CH2:39][C:40]5[N:41]([CH:45]([CH2:47][CH3:48])[CH3:46])[CH:42]=[CH:43][N:44]=5)=[O:58])=[CH:36][CH:37]=4)=[O:30])=[CH:20][C:19]=3[CH:49]=2)=[CH:13][CH:14]=1)[CH2:2][CH2:3][CH3:4] |f:2.3.4|. Procedure details: To a solution of 7-[4-(2-butoxyethoxy)phenyl]-N-[4-[[[1-(2-butyl) imidazol-2-yl]methyl]sulfanyl]phenyl]-1-isobutyl-2,3-dihydro-1-benzazepine-4-carboxamide (550 mg) in dichloromethane (1.5 ml) was added dropwise 70% solution of 3-chloroperbenzoic acid (299 mg) in dichloromethane (15 ml) at −78° C. To the mixture was added an aqueous solution of sodium thiosulfate, and the mixture was allowed to be at room temperature, stirred for 30 minutes, and extracted with ethyl acetate. The organic layer was... Reactants: S(=O)(Cl)Cl (Thionyl chloride), C1=CC(=CC=C1[C@@H](C(=O)O)N)F ((S)-4-fluorophenylglycine), CO (MeOH). The solvent is CCOC(=O)C (EtOAc). The product is N[C@H](C(=O)OC)C1=CC=C(C=C1)F ((S)-methyl 2-amino-2-(4-fluorophenyl)acetate). Isolated yield 100.0%. As a reaction SMILES: S(Cl)(Cl)=O.[CH:5]1[C:10]([C@H:11]([NH2:15])[C:12]([OH:14])=[O:13])=[CH:9][CH:8]=[C:7]([F:16])[CH:6]=1.[CH3:17]O>CCOC(C)=O>[NH2:15][C@@H:11]([C:10]1[CH:9]=[CH:8][C:7]([F:16])=[CH:6][CH:5]=1)[C:12]([O:14][CH3:17])=[O:13]. Procedure: Thionyl chloride (0.475 mL, 6.50 mmol) was added dropwise to a solution of (S)-4-fluorophenylglycine (commercially available from Sigma-Aldrich, Milwaukee, Wis.)(1.00 g, 5.91 mmol) in MeOH (25.0 mL), and the mixture was stirred at reflux for 2 hours. The reaction mixture was then concentrated to afford a brown oil. The residue was dissolved in EtOAc, and the solution was partitioned between EtOAc and saturated aqueous NaHCO3 solution. The aqueous phase was separated and extracted with EtOAc. The... The reactants are COC(C1=C(C=C(C=C1)O)F)=O (2-fluoro-4-hydroxy-benzoic acid methyl ester), ClCC1=CSC=C1 (3-chloromethyl-thiophene), C[C@H]1N(CCC1)C[C@H]1NCCC1 (2-(R)-Methyl-1-(2-(S)-pyrrolidinylmethyl)pyrrolidine). Product: FC1=C(C=CC(=C1)OCC1=CSC=C1)C(=O)N1[C@@H](CCC1)CN1[C@@H](CCC1)C ([2-Fluoro-4-(thiophen-3-ylmethoxy)-phenyl]-[2-(S)-(2-(R)-methyl-pyrrolidin-1-ylmethyl)-pyrrolidin-1-yl]-methanone). As a reaction SMILES: CO[C:3](=[O:12])[C:4]1[CH:9]=[CH:8][C:7]([OH:10])=[CH:6][C:5]=1[F:11].Cl[CH2:14][C:15]1[CH:19]=[CH:18][S:17][CH:16]=1.[CH3:20][C@@H:21]1[CH2:25][CH2:24][CH2:23][N:22]1[CH2:26][C@@H:27]1[CH2:31][CH2:30][CH2:29][NH:28]1>>[F:11][C:5]1[CH:6]=[C:7]([O:10][CH2:14][C:15]2[CH:19]=[CH:18][S:17][CH:16]=2)[CH:8]=[CH:9][C:4]=1[C:3]([N:28]1[CH2:29][CH2:30][CH2:31][C@H:27]1[CH2:26][N:22]1[CH2:23][CH2:24][CH2:25][C@H:21]1[CH3:20])=[O:12]. Procedure: The title compound is prepared in a manner substantially analogous to Procedures D and E using 2-fluoro-4-hydroxy-benzoic acid methyl ester [CAS 197507-22-5], 3-chloromethyl-thiophene [CAS 2746-23-8], and 2-(R)-Methyl-1-(2-(S)-pyrrolidinylmethyl)pyrrolidine. MS (ES+) m/e 403.3